describe an organic reaction: reactants, conditions, products, and yield From a dataset of the Open Reaction Database (ORD), a public repository of structured organic reaction records. The reactants are CC1(C)CCC(C)(C)c2cc(S(=O)(=O)Cl)ccc21, CN(C)c1ccncc1, ClCCl, COC(=O)c1sccc1N, c1ccncc1. The product is COC(=O)c1sccc1NS(=O)(=O)c1ccc2c(c1)C(C)(C)CCC2(C)C. Reaction SMILES: [CH3:1][C:2]1([CH3:18])[c:3]2[cH:4][cH:5][c:6]([S:14](=[O:15])(=[O:16])[Cl:17])[cH:7][c:8]2[C:9]([CH3:12])([CH3:13])[CH2:10][CH2:11]1.[CH3:35][N:36]([CH3:37])[c:38]1[cH:39][cH:40][n:41][cH:42][cH:43]1.[Cl:44][CH2:45][Cl:46].[NH2:19][c:20]1[c:21]([C:25](=[O:26])[O:27][CH3:28])[s:22][cH:23][cH:24]1.[cH:29]1[cH:30][cH:31][n:32][cH:33][cH:34]1>>[CH3:1][C:2]1([CH3:18])[c:3]2[cH:4][cH:5][c:6]([S:14](=[O:15])(=[O:16])[NH:19][c:20]3[c:21]([C:25](=[O:26])[O:27][CH3:28])[s:22][cH:23][cH:24]3)[cH:7][c:8]2[C:9]([CH3:12])([CH3:13])[CH2:10][CH2:11]1. Starting materials: N12CCCC(CC1)(C2)C=2C=CC(=NC2)C(NO)=N ((−)-5-(azabicyclo[3.2.1]oct-5-yl)-N-hydroxypyridine-2-carboximidamide), C(C)(=O)OC(C)=O (acetic anhydride). Run in N1=CC=CC=C1 (pyridine). Conditions: time 15 hour. Product: CC1=NC(=NO1)C1=NC=C(C=C1)C12CCCN(CC1)C2 ((−)-5-[2-(5-methyl-1,2,4-oxadiazol-3-yl)pyrid-5-yl]-1-azabicyclo[3.2.1]octane). Isolated yield 25.2%. Reaction SMILES: [N:1]12[CH2:8][C:5]([C:9]3[CH:10]=[CH:11][C:12]([C:15](=[NH:18])[NH:16][OH:17])=[N:13][CH:14]=3)([CH2:6][CH2:7]1)[CH2:4][CH2:3][CH2:2]2.[C:19](OC(=O)C)(=O)[CH3:20]>N1C=CC=CC=1>[CH3:19][C:20]1[O:17][N:16]=[C:15]([C:12]2[CH:11]=[CH:10][C:9]([C:5]34[CH2:8][N:1]([CH2:7][CH2:6]3)[CH2:2][CH2:3][CH2:4]4)=[CH:14][N:13]=2)[N:18]=1. Procedure: 0.28 g (1.14 mmol) of (−)-5-(azabicyclo[3.2.1]oct-5-yl)-N-hydroxypyridine-2-carboximidamide, prepared in step 7.1, dissolved in 10 ml of pyridine is introduced into a 10 ml reactor. 0.1 ml (1.13 mmol) of acetic anhydride is then added and the medium is stirred at room temperature for 15 hours and then heated at 110° C. for 5 hours. The solvent is concentrated under reduced pressure and the residue is taken up in saturated aqueous sodium carbonate solution. The aqueous phase is extracted with chl... Starting materials: CCOC(=O)c1cc(Br)cc2cc[nH]c12, O=C([O-])[O-], CC[SiH](CC)CC, ClCCl, [Na+], [Na+], O=C1CCSCC1. Yields the product CCOC(=O)c1cc(Br)cc2c(C3CCSCC3)c[nH]c12. Reaction SMILES: [Br:8][c:9]1[cH:10][c:11]2[cH:12][cH:13][nH:14][c:15]2[c:16]([C:18](=[O:19])[O:20][CH2:21][CH3:22])[cH:17]1.[C:30](=[O:31])([O-:32])[O-:33].[CH2:23]([SiH:24]([CH2:25][CH3:26])[CH2:27][CH3:28])[CH3:29].[Cl:36][CH2:37][Cl:38].[Na+:34].[Na+:35].[S:1]1[CH2:2][CH2:3][C:4](=[O:7])[CH2:5][CH2:6]1>>[S:1]1[CH2:2][CH2:3][CH:4]([c:12]2[c:11]3[cH:10][c:9]([Br:8])[cH:17][c:16]([C:18](=[O:19])[O:20][CH2:21][CH3:22])[c:15]3[nH:14][cH:13]2)[CH2:5][CH2:6]1. The reactants are O=C([O-])[O-], Cc1nc(-c2ccccc2)nc(-c2cccc([N+](=O)[O-])c2)c1C(=O)O, CN1CCNCC1, CN(C)C=O, ClCCl, [K+], [K+], O=S(Cl)Cl. Yields the product Cc1nc(-c2ccccc2)nc(-c2cccc([N+](=O)[O-])c2)c1C(=O)N1CCN(C)CC1. Reaction SMILES: [C:37](=[O:38])([O-:39])[O-:40].[CH3:1][c:2]1[c:3]([C:23](=[O:24])[OH:25])[c:4](-[c:14]2[cH:15][c:16]([N+:20](=[O:21])[O-:22])[cH:17][cH:18][cH:19]2)[n:5][c:6](-[c:8]2[cH:9][cH:10][cH:11][cH:12][cH:13]2)[n:7]1.[CH3:30][N:31]1[CH2:32][CH2:33][NH:34][CH2:35][CH2:36]1.[CH3:46][N:47]([CH3:48])[CH:49]=[O:50].[Cl:43][CH2:44][Cl:45].[K+:41].[K+:42].[S:26]([Cl:27])([Cl:28])=[O:29]>>[CH3:1][c:2]1[c:3]([C:23](=[O:24])[N:34]2[CH2:33][CH2:32][N:31]([CH3:30])[CH2:36][CH2:35]2)[c:4](-[c:14]2[cH:15][c:16]([N+:20](=[O:21])[O-:22])[cH:17][cH:18][cH:19]2)[n:5][c:6](-[c:8]2[cH:9][cH:10][cH:11][cH:12][cH:13]2)[n:7]1. The reactants are ( A ), CN(CCOC=1C=C2C(N(C=NC2=CC1)C=1C=C(C(=O)O)C=CC1C)=O)C (3-[6-{2-[dimethylamino]ethoxy}-4-oxoquinazolin-3(4H)-yl]-4-methylbenzoic acid), NC1=NOC=C1 (3-aminoisoxazole). Product: CN(CCOC=1C=C2C(N(C=NC2=CC1)C=1C=C(C(=O)NC2=NOC=C2)C=CC1C)=O)C (3-[6-{2-[Dimethylamino]ethoxy}-4-oxoquinazolin-3(4H)-yl]-N-isoxazol-3-yl-4-methylbenzamide). As a reaction SMILES: [CH3:1][N:2]([CH3:27])[CH2:3][CH2:4][O:5][C:6]1[CH:7]=[C:8]2[C:13](=[CH:14][CH:15]=1)[N:12]=[CH:11][N:10]([C:16]1[CH:17]=[C:18]([CH:22]=[CH:23][C:24]=1[CH3:25])[C:19](O)=[O:20])[C:9]2=[O:26].[NH2:28][C:29]1[CH:33]=[CH:32][O:31][N:30]=1>>[CH3:27][N:2]([CH3:1])[CH2:3][CH2:4][O:5][C:6]1[CH:7]=[C:8]2[C:13](=[CH:14][CH:15]=1)[N:12]=[CH:11][N:10]([C:16]1[CH:17]=[C:18]([CH:22]=[CH:23][C:24]=1[CH3:25])[C:19]([NH:28][C:29]1[CH:33]=[CH:32][O:31][N:30]=1)=[O:20])[C:9]2=[O:26]. Procedure: Using an analogous procedure to that described paragraph (A) in the portion of Example 4, 3-[6-{2-[dimethylamino]ethoxy}-4-oxoquinazolin-3(4H)-yl]-4-methylbenzoic acid was reacted with 3-aminoisoxazole to give 3-[6-{2-[Dimethylamino]ethoxy}-4-oxoquinazolin-3(4H)-yl]-N-isoxazol-3-yl-4-methylbenzamide; NMR Spectrum: (DMSOd6) 2.17 (s, 3H), 2.25 (s, 6H), 2.70 (m, 2H), 4.19 (m, 2H), 7.04 (s, 1H), 7.50 (d, 1H), 7.60 (m, 2H), 7.72 (m, 1H), 8.07 (m, 2H), 8.20 (m, 1H), 8.83 (s, 1H), 11.45 (s, 1H); Mass S... Reactants: COC(C1=CC=C(C=C1)CC(C(NC1=CC=C(C=C1)I)=O)C1=CC=C(C=C1)O)=O (4-[2-(4-hydroxy-phenyl)-2-(4-iodo-phenyl-carbamoyl)-ethyl]-benzoic acid methyl ester), C(=O)([O-])[O-].[Cs+].[Cs+] (Cs2CO3), C(C(C)(C)C)I (Neopentyliodide). Solvent: CN(C)C=O (DMF). Reaction SMILES: [CH3:1][O:2][C:3](=[O:29])[C:4]1[CH:9]=[CH:8][C:7]([CH2:10][CH:11]([C:22]2[CH:27]=[CH:26][C:25]([OH:28])=[CH:24][CH:23]=2)[C:12](=[O:21])[NH:13][C:14]2[CH:19]=[CH:18][C:17]([I:20])=[CH:16][CH:15]=2)=[CH:6][CH:5]=1.C([O-])([O-])=O.[Cs+].[Cs+].[CH2:36](I)[C:37]([CH3:40])([CH3:39])[CH3:38]>CN(C=O)C>[CH3:1][O:2][C:3](=[O:29])[C:4]1[CH:5]=[CH:6][C:7]([CH2:10][CH:11]([C:22]2[CH:23]=[CH:24][C:25]([O:28][CH2:36][C:37]([CH3:40])([CH3:39])[CH3:38])=[CH:26][CH:27]=2)[C:12](=[O:21])[NH:13][C:14]2[CH:19]=[CH:18][C:17]([I:20])=[CH:16][CH:15]=2)=[CH:8][CH:9]=1 |f:1.2.3|. Procedure details: To a stirred solution of 4-[2-(4-hydroxy-phenyl)-2-(4-iodo-phenyl-carbamoyl)-ethyl]-benzoic acid methyl ester (Step D, 0.6 g, 1.60 mmol) in DMF (15 mL) at rt were added Cs2CO3 (2.07 g, 6.38 mmol) and Neopentyliodide (2.53 g, 12.7 mmol). The reaction mixture was heated at 80° C. for 14 h and cool to rt and after completion of the reaction, the solvent was removed under reduced pressure and poured into H2O (50 mL). The aqueous solution was extracted with ethyl acetate (2×100 mL) and the combined o... Conditions: temperature 80 celsius. Product: COC(C1=CC=C(C=C1)CC(C(NC1=CC=C(C=C1)I)=O)C1=CC=C(C=C1)OCC(C)(C)C)=O (4-[2-(4-(2,2-dimethylpropoxy)-phenyl)-2-(4-iodo-phenyl-carbamoyl)-ethyl]-benzoic acid methyl ester). The reactants are C(C=C)N(NC(C1=CC(=C(C=C1)Cl)S(N)(=O)=O)=O)C1=CC=CC=C1 (1-allyl-1-phenyl-2-(3-sulfamoyl-4-chlorobenzoyl)-hydrazine), FC(S(=O)(=O)O)(F)F (trifluoromethane sulfonic acid), O (water). Yields the product ClC1=C(C=C(C(=O)NN2C(CC3=CC=CC=C23)C)C=C1)S(N)(=O)=O (1-(4-Chloro-3-sulfamoylbenzamido)-2-methylindoline). Reaction SMILES: [CH2:1]([N:4]([C:19]1[CH:24]=[CH:23][CH:22]=[CH:21][CH:20]=1)[NH:5][C:6](=O)[C:7]1[CH:12]=[CH:11][C:10]([Cl:13])=[C:9]([S:14](=[O:17])(=[O:16])[NH2:15])[CH:8]=1)[CH:2]=[CH2:3].FC(F)(F)S(O)(=O)=O.[OH2:33]>>[Cl:13][C:10]1[CH:11]=[CH:12][C:7]([C:6]([NH:5][N:4]2[C:1]3[C:21](=[CH:22][CH:23]=[CH:3][CH:2]=3)[CH2:20][CH:19]2[CH3:24])=[O:33])=[CH:8][C:9]=1[S:14](=[O:16])(=[O:17])[NH2:15]. Reported procedure: In a 50 ml reaction vessel was placed 1 gram (2.73 mmols) of 1-allyl-1-phenyl-2-(3-sulfamoyl-4-chlorobenzoyl)-hydrazine and 10 ml of trifluoromethane sulfonic acid. The reaction mixture was stirred under a nitrogen atmosphere at ambient temperatures. After 15 minutes the solid dissolved and the reaction was allowed to proceed for a total of 4.75 hours. The reaction mixture was worked up by pouring the acid solution into 250 ml of water, extracting the precipitate into ethyl acetate, washing the ...